The task is: describe an organic reaction: reactants, conditions, products, and yield. This data is from the Open Reaction Database (ORD), a public repository of structured organic reaction records. The reactants are CC1=NC=NC=C1 (4-methylpyrimidine), solution, C(CCC)[Li] (butyllithium), C(C)(C)NC(C)C (diisopropylamine), C(#N)C1=CC=C(OC(C(=O)OCC)(C)C)C=C1 (ethyl 2-(4-cyanophenoxy)-2-methylpropionate). Run in O1CCCC1 (tetrahydrofuran), CCCCCC (n-hexane), O1CCCC1 (tetrahydrofuran), O1CCCC1 (tetrahydrofuran). Reaction conditions: temperature -78 celsius. The product is OC(C(OC1=CC=C(C#N)C=C1)(C)C)=CC1=NC=NC=C1 (4-[2-hydroxy-1,1-dimethyl-3-(4-pyrimidinyl)-2-propenyloxy]benzonitrile). Reaction SMILES: C([Li])CCC.C(NC(C)C)(C)C.[CH3:13][C:14]1[CH:19]=[CH:18][N:17]=[CH:16][N:15]=1.[C:20]([C:22]1[CH:36]=[CH:35][C:25]([O:26][C:27]([CH3:34])([CH3:33])[C:28](OCC)=[O:29])=[CH:24][CH:23]=1)#[N:21]>CCCCCC.O1CCCC1>[OH:29][C:28](=[CH:13][C:14]1[CH:19]=[CH:18][N:17]=[CH:16][N:15]=1)[C:27]([CH3:34])([CH3:33])[O:26][C:25]1[CH:35]=[CH:36][C:22]([C:20]#[N:21])=[CH:23][CH:24]=1. Procedure: 10 ml of a 1.2M solution of butyllithium in n-hexane were added to a solution of 1.68 ml of diisopropylamine in 50 ml of tetrahydrofuran while stirring at -78° C. under a nitrogen atmosphere. The solution was stirred for a further 15 minutes and a solution of 4-methylpyrimidine in 20 ml of tetrahydrofuran was then added. The solution was allowed to warm to 20° C. and was stirred for 2 hours. The solution was then cooled to -78° C., 2.33 g of ethyl 2-(4-cyanophenoxy)-2-methylpropionate in 30 ml o... Reactants: C(CCCCCCC)C1=CC=C(C=C1)O (4-octylphenol), C=O (paraformaldehyde). Reaction conditions: temperature 98 celsius. Yields the product C(CCCCCCC)C1=CC=C(C(C=O)=C1)O (5-octylsalicylaldehyde). Isolated yield 85.0%. RXN SMILES: [CH2:1]([C:9]1[CH:14]=[CH:13][C:12]([OH:15])=[CH:11][CH:10]=1)[CH2:2][CH2:3][CH2:4][CH2:5][CH2:6][CH2:7][CH3:8].[CH2:16]=[O:17]>>[CH2:1]([C:9]1[CH:10]=[C:11]([CH:16]=[O:17])[C:12]([OH:15])=[CH:13][CH:14]=1)[CH2:2][CH2:3][CH2:4][CH2:5][CH2:6][CH2:7][CH3:8]. Procedure: The procedure described in Example 4 was followed, replacing the phenol (48 g) by 4-octylphenol (105 g 0.5 mole). During addition of the paraformaldehyde, the internal temperature was maintained at 95°-98° C. and the reaction mixture was stirred at 98° C. for a further hour. In other respects, the conditions were as described in Example 4. The product, 5-octylsalicylaldehyde, was obtained in 85% yield. Starting materials: CO, O=P(Cl)(Cl)Cl, CC(c1ccc(-c2ccccc2)cc1)S(=O)(=O)CC(=O)O. The product is COC(=O)CS(=O)(=O)C(C)c1ccc(-c2ccccc2)cc1. Reaction SMILES: [CH3:27][OH:28].[P:22]([Cl:23])([Cl:24])([Cl:25])=[O:26].[c:1]1(-[c:16]2[cH:17][cH:18][cH:19][cH:20][cH:21]2)[cH:2][cH:3][c:4]([CH:7]([CH3:8])[S:9](=[O:10])(=[O:11])[CH2:12][C:13](=[O:14])[OH:15])[cH:5][cH:6]1>>[c:1]1(-[c:16]2[cH:17][cH:18][cH:19][cH:20][cH:21]2)[cH:2][cH:3][c:4]([CH:7]([CH3:8])[S:9](=[O:10])(=[O:11])[CH2:12][C:13]([O:14][CH3:27])=[O:15])[cH:5][cH:6]1. Reactants: C(C)(C)(C)O[K] (tert-BuOK), CI (methyl iodide), CN(C1(CCC(CC1)C=O)C1=CC(=CC=C1)F)C (4-dimethylamino-4-(3-fluorophenyl)-cyclohexane carbaldehyde). Solvent: ClCCl (dichloromethane). Run at time 8 hour. The product is CN(C1(CCC(CC1)(C=O)C)C1=CC(=CC=C1)F)C (4-dimethylamino-4-(3-fluorophenyl)-1-methyl-cyclohexane carbaldehyde). RXN SMILES: [CH3:1][N:2]([CH3:18])[C:3]1([C:11]2[CH:16]=[CH:15][CH:14]=[C:13]([F:17])[CH:12]=2)[CH2:8][CH2:7][CH:6]([CH:9]=[O:10])[CH2:5][CH2:4]1.[C:19](O[K])(C)(C)C.CI>ClCCl>[CH3:1][N:2]([CH3:18])[C:3]1([C:11]2[CH:16]=[CH:15][CH:14]=[C:13]([F:17])[CH:12]=2)[CH2:8][CH2:7][C:6]([CH3:19])([CH:9]=[O:10])[CH2:5][CH2:4]1. Procedure: A solution of the title compound of step 1 (2.73 g, 10.95 mmol) in abs. dichloromethane (50 mL) was mixed with tert-BuOK (1.47 g, 13.14 mmol) and methyl iodide (747 μl, 12 mmol) at 0° C. in argon. After 30 min the batch was heated to RT and then stirred overnight (solid separated out). The reaction mixture was mixed with saturated NaCl solution (50 mL) and extracted with dichloromethane (3×30 mL). The combined organic phases were dried over Na2SO4, concentrated to low volume in a vacuum and the ... The reactants are C1(CCCCC1)CNC=1C=C(C=CC1)CCCNC(OC(C)(C)C)=O (tert-butyl 3-(3-(cyclohexylmethylamino)phenyl)propylcarbamate), C1(CCCCC1)CCS(=O)(=O)Cl (2-cyclohexylethanesulfonyl chloride). Product: C1(CCCCC1)CCS(=O)(=O)NC=1C=C(C=CC1)CCCNC(OC(C)(C)C)=O (tert-butyl 3-(3-(2-cyclohexylethylsulfonamido)phenyl)propylcarbamate). RXN SMILES: C1(C[NH:8][C:9]2[CH:10]=[C:11]([CH2:15][CH2:16][CH2:17][NH:18][C:19](=[O:25])[O:20][C:21]([CH3:24])([CH3:23])[CH3:22])[CH:12]=[CH:13][CH:14]=2)CCCCC1.[CH:26]1([CH2:32][CH2:33][S:34](Cl)(=[O:36])=[O:35])[CH2:31][CH2:30][CH2:29][CH2:28][CH2:27]1>>[CH:26]1([CH2:32][CH2:33][S:34]([NH:8][C:9]2[CH:10]=[C:11]([CH2:15][CH2:16][CH2:17][NH:18][C:19](=[O:25])[O:20][C:21]([CH3:22])([CH3:23])[CH3:24])[CH:12]=[CH:13][CH:14]=2)(=[O:36])=[O:35])[CH2:31][CH2:30][CH2:29][CH2:28][CH2:27]1. Procedure: Sulfonation of aniline 17 by 2-cyclohexylethanesulfonyl chloride following the method used in Example 6 gives tert-butyl 3-(3-(2-cyclohexylethylsulfonamido)phenyl)propylcarbamate. Starting materials: FC1=C(C=C(C(=C1)F)F)S(=O)O (2,4,5-trifluorobenzenesulfinic acid), IC (iodomethane), C(C)N(C(C)C)C(C)C (N-ethyl-N-isopropylpropan-2-amine). Run in CN(C)C=O (DMF). Run at time 8 hour. Product: FC1=C(C=C(C(=C1)S(=O)(=O)C)F)F (1,2,4-trifluoro-5-(methylsulfonyl)benzene). Isolated yield 71.1%. RXN SMILES: [F:1][C:2]1[CH:7]=[C:6]([F:8])[C:5]([F:9])=[CH:4][C:3]=1[S:10]([OH:12])=[O:11].IC.[CH2:15](N(C(C)C)C(C)C)C>CN(C=O)C>[F:9][C:5]1[CH:4]=[C:3]([S:10]([CH3:15])(=[O:12])=[O:11])[C:2]([F:1])=[CH:7][C:6]=1[F:8]. Procedure: To a solution of 2,4,5-trifluorobenzenesulfinic acid (34 g, 173 mmol), in DMF (200 mL), was added iodomethane (21.6 mL, 347 mmol), and N-ethyl-N-isopropylpropan-2-amine (60.5 mL, 347 mmol). The reaction mixture was stirred overnight at ambient temperature. The reaction was concentrated and partitioned between water and ethyl acetate and extracted with CH2Cl2. The combined organic layers were concentrated and purified over silica gel (15-100% EtOAc in hexanes) to afford 1,2,4-trifluoro-5-(methyls... Reactants: C([O-])([O-])=O.[Na+].[Na+] (sodium carbonate), [O-]C#N.[K+] (Potassium cyanate), FC(CN=C(NC1=NC(=NC=C1)CCCCCNCC#N)N)(F)F (4-[2-(2,2,2-trifluoroethyl)guanidino]-2-[5-cyanomethylaminopentyl]pyrimidine), Cl (hydrochloric acid), O (water). Run in CC(=O)O (HOAc). Conditions: time 1 hour. Yields the product C(\C=C/C(=O)O)(=O)O.OC=1N(C=C(N1)O)CCCCCC1=NC=CC(=N1)NC(=NCC(F)(F)F)N (2,4-dihydroxy-1-(5-[4-(2-[2,2,2-trifluoroethyl]guanidino)pyrimid-2-yl]pentyl)imidazole maleate). As a reaction SMILES: [O-:1][C:2]#N.[K+].[F:5][C:6]([F:28])([F:27])[CH2:7][N:8]=[C:9]([NH2:26])[NH:10][C:11]1[CH:16]=[CH:15][N:14]=[C:13]([CH2:17][CH2:18][CH2:19][CH2:20][CH2:21][NH:22][CH2:23][C:24]#[N:25])[N:12]=1.Cl.[C:30](=[O:33])([O-])[O-:31].[Na+].[Na+].[OH2:36]>CC(O)=O>[C:2]([OH:1])(=[O:36])/[CH:23]=[CH:24]\[C:30]([OH:31])=[O:33].[OH:1][C:2]1[N:22]([CH2:21][CH2:20][CH2:19][CH2:18][CH2:17][C:13]2[N:12]=[C:11]([NH:10][C:9]([NH2:26])=[N:8][CH2:7][C:6]([F:5])([F:27])[F:28])[CH:16]=[CH:15][N:14]=2)[CH:23]=[C:24]([OH:31])[N:25]=1 |f:0.1,4.5.6,9.10|. Reported procedure: Potassium cyanate (0.055 g.) was added in portions to a solution of 4-[2-(2,2,2-trifluoroethyl)guanidino]-2-[5-cyanomethylaminopentyl]pyrimidine (0.02 g.) in 80% v/v aqueous HOAc (2 ml.) at 0° and the mixture stirred for 1 hour, then heated at 60°-70° for 20 minutes. Concentrated aqueous hydrochloric acid (1 ml.) and water (0.6 ml.) were added and the mixture was heated on a steam bath for 30 minutes. On cooling, saturated sodium carbonate solution was added until the pH was approximately 7. The... Starting materials: FC(C)(F)[C@H]1CC[C@H](CC1)OC=1C=C2C=CC(=CC2=CC1)[C@]1(NC(OC1)=O)C ((R)-4-(6-(cis-4-(1,1-Difluoroethyl)cyclohexyloxy)naphthalen-2-yl)-4-methyloxazolidin-2-one). The solvent is CCO (EtOH), O (water). Run at temperature 80 celsius, time 15 hour. Product: N[C@](CO)(C)C1=CC2=CC=C(C=C2C=C1)O[C@@H]1CC[C@H](CC1)C(C)(F)F ((R)-2-amino-2-(6-(trans-4-(1,1-difluoroethyl)cyclohexyloxy)naphthalen-2-yl)propan-1-ol). Yield: 39.8%. Reaction SMILES: [F:1][C:2]([C@@H:5]1[CH2:10][CH2:9][C@H:8]([O:11][C:12]2[CH:13]=[C:14]3[C:19](=[CH:20][CH:21]=2)[CH:18]=[C:17]([C@:22]2([CH3:28])[CH2:26][O:25]C(=O)[NH:23]2)[CH:16]=[CH:15]3)[CH2:7][CH2:6]1)([F:4])[CH3:3]>CCO.O>[NH2:23][C@@:22]([C:17]1[CH:16]=[CH:15][C:14]2[C:19](=[CH:20][CH:21]=[C:12]([O:11][C@H:8]3[CH2:9][CH2:10][C@H:5]([C:2]([F:1])([F:4])[CH3:3])[CH2:6][CH2:7]3)[CH:13]=2)[CH:18]=1)([CH3:28])[CH2:26][OH:25]. Procedure details: (R)-4-(6-(cis-4-(1,1-Difluoroethyl)cyclohexyloxy)naphthalen-2-yl)-4-methyloxazolidin-2-one (32 mg, 0.083 mmol) was dissolved in EtOH (5 mL). Then LION (60 mg, 2.5 mmol, 30.0 eq.) in 1 mL water was added to the mixture. The mixture was heated to 80° C. and stirred for 15 h. LCMS showed starting material was gone. Solvent was removed. DCM was added and filtered. The filtrate was concentrated and purified by silica gel chromatography using DCM/methanol (10/1) to give product (12 mg, 40%) as a sligh... Starting materials: ClC1=CC=C(C=N1)/C=C/C(=O)OCC (ethyl (2E)-3-(6-chloro-3-pyridyl)acrylate), 2′-(dicyclohexylphosphino)-N,N-dimethyl-2-diphenylamine, C([O-])([O-])=O.[Cs+].[Cs+] (cesium carbonate), C(C1=CC=CC=C1)N1C[C@@H](CC1)N ((3R)-(−)-1-benzyl-3-aminopyrrolidine). The reagents and catalysts are C(C)(=O)[O-].[Pd+2].C(C)(=O)[O-] (palladium(II) acetate). Run in O1CCOCC1 (dioxane). Run at temperature 95 celsius. The product is C(C1=CC=CC=C1)N1C[C@@H](CC1)NC1=CC=C(C=N1)/C=C/C(=O)OCC (ethyl (2E)-3-(6-{[(3R)-1-benzyl-3-pyrrolidinyl]amino}-3-pyridyl)acrylate). The yield is 45.1%. Reaction SMILES: Cl[C:2]1[N:7]=[CH:6][C:5](/[CH:8]=[CH:9]/[C:10]([O:12][CH2:13][CH3:14])=[O:11])=[CH:4][CH:3]=1.C(=O)([O-])[O-].[Cs+].[Cs+].[CH2:21]([N:28]1[CH2:32][CH2:31][C@@H:30]([NH2:33])[CH2:29]1)[C:22]1[CH:27]=[CH:26][CH:25]=[CH:24][CH:23]=1>O1CCOCC1.C([O-])(=O)C.[Pd+2].C([O-])(=O)C>[CH2:21]([N:28]1[CH2:32][CH2:31][C@@H:30]([NH:33][C:2]2[N:7]=[CH:6][C:5](/[CH:8]=[CH:9]/[C:10]([O:12][CH2:13][CH3:14])=[O:11])=[CH:4][CH:3]=2)[CH2:29]1)[C:22]1[CH:23]=[CH:24][CH:25]=[CH:26][CH:27]=1 |f:1.2.3,6.7.8|. Reported procedure: To a solution of ethyl (2E)-3-(6-chloro-3-pyridyl)acrylate (14.3 g) in dioxane (140 mL) was added palladium(II) acetate (1.52 g), 2′-(dicyclohexylphosphino)-N,N-dimethyl-2-diphenylamine (3.99 g), cesium carbonate (30.2 g), and (3R)-(−)-1-benzyl-3-aminopyrrolidine (13.1 g), and the mixture was heated at 95° C. for 2.5 days. The resulting mixture was poured into sat.NH4Cl aqueous solution and extracted with AcOEt. The organic layer was washed with sat. NH4Cl aq solution, water, and brine, and drie... Reaction SMILES: [NH:1]1[C:9]2[C:4](=[CH:5][C:6](/[C:10](/[C:20]3[CH:25]=[CH:24][C:23](/[CH:26]=[CH:27]/[C:28]([O:30]CC)=[O:29])=[CH:22][CH:21]=3)=[C:11](/[C:14]3[CH:19]=[CH:18][CH:17]=[CH:16][CH:15]=3)\[CH2:12][CH3:13])=[CH:7][CH:8]=2)[CH:3]=[N:2]1.[H][H]>[Pd].CCO.CCOC(C)=O>[NH:1]1[C:9]2[C:4](=[CH:5][C:6](/[C:10](/[C:20]3[CH:21]=[CH:22][C:23]([CH2:26][CH2:27][C:28]([OH:30])=[O:29])=[CH:24][CH:25]=3)=[C:11](/[C:14]3[CH:19]=[CH:18][CH:17]=[CH:16][CH:15]=3)\[CH2:12][CH3:13])=[CH:7][CH:8]=2)[CH:3]=[N:2]1 |f:3.4|. Yields the product N1N=CC2=CC(=CC=C12)\C(=C(/CC)\C1=CC=CC=C1)\C1=CC=C(C=C1)CCC(=O)O ((E)-3-(4-(1-(1H-Indazol-5-yl)-2-phenylbut-1-en-1-yl)phenyl)propanoic acid). Reported procedure: A 10-mL recovery flask equipped with a magnetic stir bar and a rubber septum was charged with Compound 1 (50 mg, 0.126 mmol) and EtOH-EtOAc (1:1, 2.5 mL). To this solution, palladium on carbon (13 mg, 10% Pd/C) was added in one portion. The flask was equipped with a hydrogen balloon, and the resulting mixture was stirred at room temperature 36 h. This mixture was filtered through Celite, concentrated, and purified on a RP-C18 column using 30-100% acetonitrile in water in the presence of 0.1% TFA... Reagents/catalysts: [Pd] (palladium on carbon). The solvent is CCO.CCOC(=O)C (EtOH EtOAc). Isolated yield 48.0%. Conditions: time 36 hour. Reactants: [H][H] (hydrogen), N1N=CC2=CC(=CC=C12)\C(=C(/CC)\C1=CC=CC=C1)\C1=CC=C(C=C1)/C=C/C(=O)OCC ((E)-ethyl 3-(4-((E)-1-(1H-indazol-5-yl)-2-phenylbut-1-en-1-yl)phenyl)acrylate).